From a dataset of the Open Reaction Database (ORD), a public repository of structured organic reaction records. describe an organic reaction: reactants, conditions, products, and yield The reactants are CC(C)(C)OC(N)=O, CC[SiH](CC)CC, CC#N, O=Cc1cc(C(=O)O)c(Nc2ccc(I)cc2F)c(F)c1F, O=C(O)C(F)(F)F. The product is CC(C)(C)OC(=O)NCc1cc(C(=O)O)c(Nc2ccc(I)cc2F)c(F)c1F. RXN SMILES: [C:1]([NH2:2])([O:3][C:4]([CH3:5])([CH3:6])[CH3:7])=[O:8].[CH2:16]([SiH:17]([CH2:18][CH3:19])[CH2:20][CH3:21])[CH3:22].[CH3:45][C:46]#[N:47].[F:23][c:24]1[c:25]([NH:36][c:37]2[c:38]([F:44])[cH:39][c:40]([I:43])[cH:41][cH:42]2)[c:26]([C:27](=[O:28])[OH:29])[cH:30][c:31]([CH:34]=[O:35])[c:32]1[F:33].[OH:9][C:10]([C:11]([F:12])([F:13])[F:14])=[O:15]>>[C:1]([NH:2][CH2:34][c:31]1[cH:30][c:26]([C:27](=[O:28])[OH:29])[c:25]([NH:36][c:37]2[c:38]([F:44])[cH:39][c:40]([I:43])[cH:41][cH:42]2)[c:24]([F:23])[c:32]1[F:33])([O:3][C:4]([CH3:5])([CH3:6])[CH3:7])=[O:8]. The reactants are CCc1ccc(Cc2cc(Br)c(CO)cc2Cl)cc1, ClCCl. The product is CCc1ccc(Cc2cc(Br)c(C=O)cc2Cl)cc1. Reaction SMILES: [Br:1][c:2]1[c:3]([CH2:18][OH:19])[cH:4][c:5]([Cl:17])[c:6]([CH2:8][c:9]2[cH:10][cH:11][c:12]([CH2:15][CH3:16])[cH:13][cH:14]2)[cH:7]1.[Cl:20][CH2:21][Cl:22]>>[Br:1][c:2]1[c:3]([CH:18]=[O:19])[cH:4][c:5]([Cl:17])[c:6]([CH2:8][c:9]2[cH:10][cH:11][c:12]([CH2:15][CH3:16])[cH:13][cH:14]2)[cH:7]1.